This data is from the Open Reaction Database (ORD), a public repository of structured organic reaction records. The task is: describe an organic reaction: reactants, conditions, products, and yield Reactants: C1CC(=O)N(C1=O)I (NIS), CC=1N=C2N(N=C(C=C2C(CCC)CCC)C)C1 (2,6-dimethyl-8-(1-propyl-butyl)-imidazo[1,2-b]pyridazine), ice. The solvent is C(C)#N (acetonitrile). Run at time 8 hour. Yields the product IC1=C(N=C2N1N=C(C=C2C(CCC)CCC)C)C (3-Iodo-2,6-dimethyl-8-(1-propyl-butyl)-imidazo[1,2-b]pyridazine). As a reaction SMILES: [CH3:1][C:2]1[N:3]=[C:4]2[C:9]([CH:10]([CH2:14][CH2:15][CH3:16])[CH2:11][CH2:12][CH3:13])=[CH:8][C:7]([CH3:17])=[N:6][N:5]2[CH:18]=1.C1C(=O)N([I:26])C(=O)C1>C(#N)C>[I:26][C:18]1[N:5]2[N:6]=[C:7]([CH3:17])[CH:8]=[C:9]([CH:10]([CH2:14][CH2:15][CH3:16])[CH2:11][CH2:12][CH3:13])[C:4]2=[N:3][C:2]=1[CH3:1]. Procedure: A 50 mL round bottom flask is charged with 2,6-dimethyl-8-(1-propyl-butyl)-imidazo[1,2-b]pyridazine (0.51 g, 0.0021 moles) and acetonitrile (3 mL). The reaction mixture is placed on an ice bath and NIS (0.468 g, 0.00208 moles) is added neat. The reaction is stirred overnight and the ice bath melts. The next day, the reaction mixture is partitioned between dichloromethane and a saturated aqueous solution of NaHCO3. The organic layer is collected and the aqueous layer is extracted two more times w...